This data is from the Open Reaction Database (ORD), a public repository of structured organic reaction records. The task is: describe an organic reaction: reactants, conditions, products, and yield Starting materials: CN1CCC(O)C1, O=[N+]([O-])c1ccc(O)c(Cl)c1, C1CCOC1, c1ccc(P(c2ccccc2)c2ccccc2)cc1. The product is CN1CCC(Oc2ccc([N+](=O)[O-])cc2Cl)C1. As a reaction SMILES: [CH3:12][N:13]1[CH2:14][CH:15]([OH:18])[CH2:16][CH2:17]1.[Cl:1][c:2]1[c:3]([OH:11])[cH:4][cH:5][c:6]([N+:8](=[O:9])[O-:10])[cH:7]1.[O:38]1[CH2:39][CH2:40][CH2:41][CH2:42]1.[c:19]1([P:20]([c:21]2[cH:22][cH:23][cH:24][cH:25][cH:26]2)[c:27]2[cH:28][cH:29][cH:30][cH:31][cH:32]2)[cH:33][cH:34][cH:35][cH:36][cH:37]1>>[Cl:1][c:2]1[c:3]([O:11][CH:15]2[CH2:14][N:13]([CH3:12])[CH2:17][CH2:16]2)[cH:4][cH:5][c:6]([N+:8](=[O:9])[O-:10])[cH:7]1. Starting materials: Cl (hydrogen chloride), ice, [Si](C)(C)(C(C)(C)C)OC[C@@H]1N([C@H](C2=CC=CC(=C2C1)CCC(C)(C)O)C)C(=O)OC(C)(C)C (tert-butyl (1S,3R)-3-[[tert-butyl(dimethyl)silyl]oxymethyl]-5-(3-hydroxy-3-methyl-butyl)-1-methyl-3,4-dihydro-1H-isoquinoline-2-carboxylate). Solvent: C(C)(=O)OCC (ethyl acetate). Yields the product Cl.OC[C@@H]1N[C@H](C2=CC=CC(=C2C1)CCC(C)(O)C)C (4-[(1S,3R)-3-(hydroxymethyl)-1-methyl-1,2,3,4-tetrahydroisoquinolin-5-yl]-2-methyl-butan-2-ol hydrochloride). Yield: 100.0%. RXN SMILES: [Si]([O:8][CH2:9][C@H:10]1[CH2:19][C:18]2[C:13](=[CH:14][CH:15]=[CH:16][C:17]=2[CH2:20][CH2:21][C:22]([OH:25])([CH3:24])[CH3:23])[C@H:12]([CH3:26])[N:11]1C(OC(C)(C)C)=O)(C(C)(C)C)(C)C.[ClH:34]>C(OCC)(=O)C>[ClH:34].[OH:8][CH2:9][C@H:10]1[CH2:19][C:18]2[C:13](=[CH:14][CH:15]=[CH:16][C:17]=2[CH2:20][CH2:21][C:22]([CH3:24])([OH:25])[CH3:23])[C@H:12]([CH3:26])[NH:11]1 |f:3.4|. Reported procedure: Dissolve tert-butyl (1S,3R)-3-[[tert-butyl(dimethyl)silyl]oxymethyl]-5-(3-hydroxy-3-methyl-butyl)-1-methyl-3,4-dihydro-1H-isoquinoline-2-carboxylate (161 mg, 0.34 mmol) in ethyl acetate (962 μL). Cool on an ice bath. Add hydrogen chloride (843 μL, 3.37 mmol, 4M in dioxane) and stir on the ice bath for 4 hours. Concentrate under reduced pressure. Dissolve in ethanol and concentrate under reduced pressure to give the title compound (100 mg, 0.34 mmol). MS (m/z): 264.2 (M+1). Reactants: BrC=1SC(=CN1)Br (2,5-dibromothiazole), CN1CCNCC1 (1-methylpiperazine). Run in CCN(C(C)C)C(C)C (DIPEA). Conditions: temperature 110 celsius. The product is BrC1=CN=C(S1)N1CCN(CC1)C (1-(5-Bromothiazol-2-yl)-4-methylpiperazine). RXN SMILES: Br[C:2]1[S:3][C:4]([Br:7])=[CH:5][N:6]=1.[CH3:8][N:9]1[CH2:14][CH2:13][NH:12][CH2:11][CH2:10]1>CCN(C(C)C)C(C)C>[Br:7][C:4]1[S:3][C:2]([N:12]2[CH2:13][CH2:14][N:9]([CH3:8])[CH2:10][CH2:11]2)=[N:6][CH:5]=1. Procedure: A solution of 2,5-dibromothiazole (1.000 g, 4.116 mmol) in DIPEA (3.00 mL) was charged with 1-methylpiperazine (0.457 mL, 4.12 mmol) and heated to 110° C. for 3 h then an additional 48 h at rt. The reaction mixture was partitioned between CHCl3 and H2O, and the layers were separated. The aqueous layer was re-extracted with CHCl3 (3×) and the combined organic fractions were dried over Na2SO4, filtered and concentrated in vacuo. The crude material was purified by chromatography on silica gel [elut...